This data is from the Open Reaction Database (ORD), a public repository of structured organic reaction records. The task is: describe an organic reaction: reactants, conditions, products, and yield Starting materials: [H-].[Na+] (sodium hydride), FC(C1=NN(C(=C1)C(F)F)CC(=O)N1CCC(CC1)C=1SC=C(N1)C1=NOC(C1)C1=C(C=CC=C1)CCl)F (2-[3,5-bis(difluoromethyl)-1H-pyrazol-1-yl]-1-[4-(4-{5-[2-(chloromethyl)phenyl]-4,5-dihydro-1,2-oxazol-3-yl}-1,3-thiazol-2-yl)piperidin-1-yl]ethanone), COCCO (2-methoxyethanol), ClCCl (dichloromethane), O (water), COCCO (2-Methoxyethanol). Reaction conditions: time 2 hour. Yields the product FC(C1=NN(C(=C1)C(F)F)CC(=O)N1CCC(CC1)C=1SC=C(N1)C1=NOC(C1)C1=C(C=CC=C1)COCCOC)F (2-[3,5-Bis(difluoromethyl)-1H-pyrazol-1-yl]-1-{4-[4-(5-{2-[(2-methoxyethoxy)methyl]phenyl}-4,5-dihydro-1,2-oxazol-3-yl)-1,3-thiazol-2-yl]piperidin-1-yl}ethanone). Reaction SMILES: [H-].[Na+].[F:3][CH:4]([F:40])[C:5]1[CH:9]=[C:8]([CH:10]([F:12])[F:11])[N:7]([CH2:13][C:14]([N:16]2[CH2:21][CH2:20][CH:19]([C:22]3[S:23][CH:24]=[C:25]([C:27]4[CH2:31][CH:30]([C:32]5[CH:37]=[CH:36][CH:35]=[CH:34][C:33]=5[CH2:38]Cl)[O:29][N:28]=4)[N:26]=3)[CH2:18][CH2:17]2)=[O:15])[N:6]=1.O.ClCCl.[CH3:45][O:46][CH2:47][CH2:48][OH:49]>>[F:3][CH:4]([F:40])[C:5]1[CH:9]=[C:8]([CH:10]([F:12])[F:11])[N:7]([CH2:13][C:14]([N:16]2[CH2:21][CH2:20][CH:19]([C:22]3[S:23][CH:24]=[C:25]([C:27]4[CH2:31][CH:30]([C:32]5[CH:37]=[CH:36][CH:35]=[CH:34][C:33]=5[CH2:38][O:49][CH2:48][CH2:47][O:46][CH3:45])[O:29][N:28]=4)[N:26]=3)[CH2:18][CH2:17]2)=[O:15])[N:6]=1 |f:0.1|. Procedure details: 2-Methoxyethanol (1.5 ml) was admixed at room temperature with sodium hydride (60%, 17 mg) and then stirred at room temperature for 2 hours. To this mixture was added dropwise a solution of 2-[3,5-bis(difluoromethyl)-1H-pyrazol-1-yl]-1-[4-(4-{5-[2-(chloromethyl)phenyl]-4,5-dihydro-1,2-oxazol-3-yl}-1,3-thiazol-2-yl)piperidin-1-yl]ethanone (0.20 g) in 2-methoxyethanol (1.5 g), and the mixture was then stirred at room temperature for 16 hours. Subsequently, the reaction mixture was admixed with wat... Starting materials: O=S(=O)(Cl)c1ccc(Br)cc1OC(F)(F)F, CN(C)c1nc(NCC2CCC(CNC(=O)OC(C)(C)C)CC2)nc2ccccc12, CCOC(C)=O, CCN(C(C)C)C(C)C, ClCCl, Cl. Yields the product CN(C)c1nc(NCC2CCC(CNS(=O)(=O)c3ccc(Br)cc3OC(F)(F)F)CC2)nc2ccccc12. As a reaction SMILES: [Br:41][c:42]1[cH:43][c:44]([O:52][C:53]([F:54])([F:55])[F:56])[c:45]([S:48](=[O:49])(=[O:50])[Cl:51])[cH:46][cH:47]1.[C:1]([O:2][C:3](=[O:4])[NH:7][CH2:8][CH:9]1[CH2:10][CH2:11][CH:12]([CH2:15][NH:16][c:17]2[n:18][c:19]3[cH:20][cH:21][cH:22][cH:23][c:24]3[c:25]([N:27]([CH3:28])[CH3:29])[n:26]2)[CH2:13][CH2:14]1)([CH3:5])([CH3:6])[CH3:30].[CH3:57][CH2:58][O:59][C:60]([CH3:61])=[O:62].[CH:32]([N:33]([CH:34]([CH3:35])[CH3:36])[CH2:37][CH3:38])([CH3:39])[CH3:40].[Cl:63][CH2:64][Cl:65].[ClH:31]>>[NH:7]([CH2:8][CH:9]1[CH2:10][CH2:11][CH:12]([CH2:15][NH:16][c:17]2[n:18][c:19]3[cH:20][cH:21][cH:22][cH:23][c:24]3[c:25]([N:27]([CH3:28])[CH3:29])[n:26]2)[CH2:13][CH2:14]1)[S:48]([c:45]1[c:44]([O:52][C:53]([F:54])([F:55])[F:56])[cH:43][c:42]([Br:41])[cH:47][cH:46]1)(=[O:49])=[O:50]. Starting materials: Cc1ccccc1, CCO, Nc1c(Cl)cc(I)cc1Cl, [Na+], [Na+], O=C([O-])[O-], OB(O)c1ccccc1. The product is Nc1c(Cl)cc(-c2ccccc2)cc1Cl. Reaction SMILES: [CH3:26][c:27]1[cH:28][cH:29][cH:30][cH:31][cH:32]1.[CH3:33][CH2:34][OH:35].[Cl:1][c:2]1[c:3]([NH2:4])[c:5]([Cl:10])[cH:6][c:7]([I:9])[cH:8]1.[Na+:20].[Na+:21].[O-:22][C:23](=[O:24])[O-:25].[OH:11][B:12]([OH:13])[c:14]1[cH:15][cH:16][cH:17][cH:18][cH:19]1>>[Cl:1][c:2]1[c:3]([NH2:4])[c:5]([Cl:10])[cH:6][c:7](-[c:14]2[cH:15][cH:16][cH:17][cH:18][cH:19]2)[cH:8]1. Reactants: C(C1=CC=CC=C1)N1N=C(C(=C1)CO)OCC1=CC(=C(C=C1)OCC=1N=C(OC1C)C=1OC=CC1)OC ({1-benzyl-3-[(4-{[2-(2-furyl)-5-methyl-1,3-oxazol-4-yl]methoxy}-3-methoxybenzyl)oxy]-1H-pyrazol-4-yl}methanol). The reagents and catalysts are [O-2].[O-2].[Mn+4] (manganese dioxide). Solvent: O1CCCC1 (tetrahydrofuran). Conditions: time 20 hour. Product: C(C1=CC=CC=C1)N1N=C(C(=C1)C=O)OCC1=CC(=C(C=C1)OCC=1N=C(OC1C)C=1OC=CC1)OC (1-benzyl-3-[(4-{[2-(2-furyl)-5-methyl-1,3-oxazol-4-yl]methoxy}-3-methoxybenzyl)oxy]-1H-pyrazole-4-carbaldehyde). Isolated yield 89.8%. As a reaction SMILES: [CH2:1]([N:8]1[CH:12]=[C:11]([CH2:13][OH:14])[C:10]([O:15][CH2:16][C:17]2[CH:22]=[CH:21][C:20]([O:23][CH2:24][C:25]3[N:26]=[C:27]([C:31]4[O:32][CH:33]=[CH:34][CH:35]=4)[O:28][C:29]=3[CH3:30])=[C:19]([O:36][CH3:37])[CH:18]=2)=[N:9]1)[C:2]1[CH:7]=[CH:6][CH:5]=[CH:4][CH:3]=1>[O-2].[O-2].[Mn+4].O1CCCC1>[CH2:1]([N:8]1[CH:12]=[C:11]([CH:13]=[O:14])[C:10]([O:15][CH2:16][C:17]2[CH:22]=[CH:21][C:20]([O:23][CH2:24][C:25]3[N:26]=[C:27]([C:31]4[O:32][CH:33]=[CH:34][CH:35]=4)[O:28][C:29]=3[CH3:30])=[C:19]([O:36][CH3:37])[CH:18]=2)=[N:9]1)[C:2]1[CH:3]=[CH:4][CH:5]=[CH:6][CH:7]=1 |f:1.2.3|. Procedure details: A mixture of {1-benzyl-3-[(4-{[2-(2-furyl)-5-methyl-1,3-oxazol-4-yl]methoxy}-3-methoxybenzyl)oxy]-1H-pyrazol-4-yl}methanol (0.95 g), activated manganese dioxide (3.0 g) and tetrahydrofuran (100 mL) was stirred at room temperature for 20 hrs. Manganese dioxide was removed by filtration, and the filtrate was concentrated. The obtained crystals were collected by filtration to give 1-benzyl-3-[(4-{[2-(2-furyl)-5-methyl-1,3-oxazol-4-yl]methoxy}-3-methoxybenzyl)oxy]-1H-pyrazole-4-carbaldehyde (0.85 g,...